From a dataset of the Open Reaction Database (ORD), a public repository of structured organic reaction records. describe an organic reaction: reactants, conditions, products, and yield Reactants: N1=CC=C(C=C1)C(O)(C1=CC=CC=C1)C1=CC=CC=C1 (4-pyridyl diphenyl carbinol), [H][H] (hydrogen). Reagents/catalysts: [Pt]=O (platinum oxide). Solvent: C(C)(=O)O (acetic acid). Conditions: temperature 75 celsius, time 3 hour. Yields the product C1(=CC=CC=C1)C(O)(C1CCNCC1)C1=CC=CC=C1 (diphenyl 4-piperidyl carbinol). The yield is 89.8%. As a reaction SMILES: [N:1]1[CH:6]=[CH:5][C:4]([C:7]([C:15]2[CH:20]=[CH:19][CH:18]=[CH:17][CH:16]=2)([C:9]2[CH:14]=[CH:13][CH:12]=[CH:11][CH:10]=2)[OH:8])=[CH:3][CH:2]=1.[H][H]>[Pt]=O.C(O)(=O)C>[C:9]1([C:7]([C:15]2[CH:20]=[CH:19][CH:18]=[CH:17][CH:16]=2)([CH:4]2[CH2:5][CH2:6][NH:1][CH2:2][CH2:3]2)[OH:8])[CH:10]=[CH:11][CH:12]=[CH:13][CH:14]=1. Procedure: A 1.4 liter hydrogenation shaker bomb was charged with 4-pyridyl diphenyl carbinol (46.5 grams, 0.18 mole), platinum oxide (2.0 grams) and glacial acetic acid (325 ml). The bomb was sealed, pressurized with hydrogen to 200 psi, and heated with shaking to 75° C. for 3 hours. The bomb was then cooled and the contents filtered and evaporated to remove the acetic acid. After evaporation, the material was neutralized with aqueous sodium hydroxide (120 grams of 50% NaOH and 330 ml water). The solid ma... Reactants: C(C)OP(=O)(OCC)CC1=CC=C(C=C1)NC(CCC=1C=NOC1C1=CC=C(C=C1)SC)=O (N-[4-(diethylphosphonomethyl)phenyl]-3-[5-(4-methylthiophenyl)-4-isoxazolyl]propionamide), ClC1=CC(=CC=C1)C(=O)OO (m-chloroperbenzoic acid), S(=O)([O-])[O-].[Na+].[Na+] (sodium sulfite). Isolated yield 16.0%. Yields the product C(C)OP(=O)(OCC)CC1=CC=C(C=C1)NC(CCC=1C=NOC1C1=CC=C(C=C1)S(=O)C)=O (N-[4-(diethylphosphonomethyl)phenyl]-3-[5-(4-methylsulfinylphenyl)-4-isoxazolyl]propionamide). RXN SMILES: [CH2:1]([O:3][P:4]([CH2:9][C:10]1[CH:15]=[CH:14][C:13]([NH:16][C:17](=[O:33])[CH2:18][CH2:19][C:20]2[CH:21]=[N:22][O:23][C:24]=2[C:25]2[CH:30]=[CH:29][C:28]([S:31][CH3:32])=[CH:27][CH:26]=2)=[CH:12][CH:11]=1)([O:6][CH2:7][CH3:8])=[O:5])[CH3:2].ClC1C=CC=C(C(OO)=[O:42])C=1.S([O-])([O-])=O.[Na+].[Na+]>O1CCCC1>[CH2:1]([O:3][P:4]([CH2:9][C:10]1[CH:11]=[CH:12][C:13]([NH:16][C:17](=[O:33])[CH2:18][CH2:19][C:20]2[CH:21]=[N:22][O:23][C:24]=2[C:25]2[CH:30]=[CH:29][C:28]([S:31]([CH3:32])=[O:42])=[CH:27][CH:26]=2)=[CH:14][CH:15]=1)([O:6][CH2:7][CH3:8])=[O:5])[CH3:2] |f:2.3.4|. Conditions: time 4 hour. Reported procedure: A mixture of N-[4-(diethylphosphonomethyl)phenyl]-3-[5-(4-methylthiophenyl)-4-isoxazolyl]propionamide (98 mg), m-chloroperbenzoic acid (60 mg) and tetrahydrofuran (5 ml) was stirred at room temperature for 4 hr. 10% aqueous sodium sulfite solution was added to the reaction mixture and the mixture was extracted with ethyl acetate. The ethyl acetate layer was washed with 10% aqueous potassium carbonate solution, and then with saturated brine, dried (MgSO4) and concentrated. The residue was purifie... The solvent is O1CCCC1 (tetrahydrofuran). Starting materials: COC1=CC=C(C=C1)S(=O)(=O)C1C(NC(S1)=O)=O (5-(4-methoxybenzenesulfonyl)thiazolidine-2,4-dione), BrCC1=CC=C(C=C1)C1=CC(=CC(=C1)C(F)(F)F)C(F)(F)F (4′-bromomethyl-3,5-bis(trifluoromethyl)biphenyl), C(C)OCC (diethyl ether). Run in CN(C=O)C (N,N-dimethylformamide). Product: FC(C=1C=C(C2=CC=C(C=C2)CC2(C(NC(S2)=O)=O)S(=O)(=O)C2=CC=C(C=C2)OC)C=C(C1)C(F)(F)F)(F)F (5-(3′,5′-Bis(trifluoromethyl)biphen-4-ylmethyl)-5-(4-methoxybenzenesulfonyl)thiazolidine-2,4-dione). RXN SMILES: [CH3:1][O:2][C:3]1[CH:8]=[CH:7][C:6]([S:9]([CH:12]2[S:16][C:15](=[O:17])[NH:14][C:13]2=[O:18])(=[O:11])=[O:10])=[CH:5][CH:4]=1.Br[CH2:20][C:21]1[CH:26]=[CH:25][C:24]([C:27]2[CH:32]=[C:31]([C:33]([F:36])([F:35])[F:34])[CH:30]=[C:29]([C:37]([F:40])([F:39])[F:38])[CH:28]=2)=[CH:23][CH:22]=1.C(OCC)C>CN(C)C=O>[F:34][C:33]([F:35])([F:36])[C:31]1[CH:32]=[C:27]([CH:28]=[C:29]([C:37]([F:40])([F:38])[F:39])[CH:30]=1)[C:24]1[CH:25]=[CH:26][C:21]([CH2:20][C:12]2([S:9]([C:6]3[CH:7]=[CH:8][C:3]([O:2][CH3:1])=[CH:4][CH:5]=3)(=[O:10])=[O:11])[S:16][C:15](=[O:17])[NH:14][C:13]2=[O:18])=[CH:22][CH:23]=1. Procedure: Prepared analogously to Example 9 from from 5-(4-methoxybenzenesulfonyl)thiazolidine-2,4-dione and 4′-bromomethyl-3,5-bis(trifluoromethyl)biphenyl in N,N-dimethylformamide. Trituration with diethyl ether provided a white solid. 1H NMR: δ 8.43 (br s, 1H), 7.91-7.99 (m, 4H), 7.85 (s, 1H), 7.53 (dd, J=6.5, 1.8 Hz, 2H), 7.33 (d, J=8.3 Hz, 2H), 7.07 (dm, J=9.0 Hz, 2H), 4.00 (A of AB, J=13.7 Hz, 1H), 3.93 (s, 3H), 3.42 (B of AB), J=13.7 Hz, 1H). MS (m/e): 588.5 (M−H)−. Anal: Calc for C25H17F6NO5S2.C3H... Reaction SMILES: [N:1]12[CH2:8][CH2:7][CH:4]([CH2:5][CH2:6]1)[C@@H:3]([O:9][C:10]([C:12]1([C:19]3[CH:24]=[CH:23][CH:22]=[CH:21][CH:20]=3)[CH2:18][CH2:17][CH2:16][CH2:15][CH2:14][CH2:13]1)=[O:11])[CH2:2]2.[Br:25][CH2:26][C:27]([NH:29][C:30]1[CH:31]=[C:32]([CH3:36])[CH:33]=[CH:34][CH:35]=1)=[O:28]>C(#N)C>[Br-:25].[C:19]1([C:12]2([C:10]([O:9][C@@H:3]3[CH:4]4[CH2:7][CH2:8][N+:1]([CH2:26][C:27](=[O:28])[NH:29][C:30]5[CH:31]=[C:32]([CH3:36])[CH:33]=[CH:34][CH:35]=5)([CH2:6][CH2:5]4)[CH2:2]3)=[O:11])[CH2:18][CH2:17][CH2:16][CH2:15][CH2:14][CH2:13]2)[CH:20]=[CH:21][CH:22]=[CH:23][CH:24]=1 |f:3.4|. Procedure: To 1-phenyl-cycloheptanecarboxylic acid (R)-(1-aza-bicyclo[2.2.2]oct-3-yl)ester (Example 14e) (50 mg) in acetonitrile (1 mL) was added 2-bromo-N-m-tolyl-acetamide (Example 47a) (38 mg). The reaction was stirred at room temperature for 26 hours and the acetonitrile was removed under reduced pressure. The material was purified by silica gel chromatography eluting with 0-10% MeOH/dichloromethane to afford the title compound (37 mg) as a colourless foam. Run in C(C)#N (acetonitrile). Conditions: time 26 hour. The product is [Br-].C1(=CC=CC=C1)C1(CCCCCC1)C(=O)O[C@H]1C[N+]2(CCC1CC2)CC(NC=2C=C(C=CC2)C)=O ((R)-3-(1-Phenyl-cycloheptanecarbonyloxy)-1-(m-tolylcarbamoyl-methyl)-1-azonia-bicyclo[2.2.2]octane bromide). The yield is 43.6%. Starting materials: N12C[C@@H](C(CC1)CC2)OC(=O)C2(CCCCCC2)C2=CC=CC=C2 (1-phenyl-cycloheptanecarboxylic acid (R)-(1-aza-bicyclo[2.2.2]oct-3-yl)ester), BrCC(=O)NC=1C=C(C=CC1)C (2-bromo-N-m-tolyl-acetamide). Starting materials: solution, COC(C1=C(C=C(C=C1)CN1CCN(CC1)C)OC)=O (2-methoxy-4-[(4-methylpiperazin-1-yl)methyl]benzoic acid methyl ester), [OH-].[Na+].O (NaOH water), suspension, [H-].[H-].[H-].[H-].[Li+].[Al+3] (LAH). Solvent: C1CCOC1 (THF), C1CCOC1 (THF). Reaction conditions: time 1 hour. Yields the product COC1=C(C=CC(=C1)CN1CCN(CC1)C)CO ([2-methoxy-4-[(4-methylpiperazin-1-yl)methyl]phenyl]methanol). The yield is 97.7%. As a reaction SMILES: [H-].[H-].[H-].[H-].[Li+].[Al+3].C[O:8][C:9](=O)[C:10]1[CH:15]=[CH:14][C:13]([CH2:16][N:17]2[CH2:22][CH2:21][N:20]([CH3:23])[CH2:19][CH2:18]2)=[CH:12][C:11]=1[O:24][CH3:25].[OH-].[Na+].O>C1COCC1>[CH3:25][O:24][C:11]1[CH:12]=[C:13]([CH2:16][N:17]2[CH2:22][CH2:21][N:20]([CH3:23])[CH2:19][CH2:18]2)[CH:14]=[CH:15][C:10]=1[CH2:9][OH:8] |f:0.1.2.3.4.5,7.8.9|. Reported procedure: To 200 mL of a suspension of 5.21 g of LAH in THF cooled with ice was added dropwise, under argon flow, 50 mL of a solution of 25.5 g of 2-methoxy-4-[(4-methylpiperazin-1-yl)methyl]benzoic acid methyl ester in THF. The mixture was stirred under ice cooling for 1 hour and further stirred at room temperature for 22 hours. To the reaction mixture cooled with ice, 25 mL of a 10% NaOH water was added dropwise. After 30-minute stirring, the mixture was filtered through Celite. The filtrate was washed ... Starting materials: O=C([O-])O, C1CCOC1, CCOC(C)=O, O=S(=O)(Cl)c1ccc(I)cc1, [Na+], O=C1CNCCN1CC1CCN(c2ccncc2)CC1. The product is O=C1CN(S(=O)(=O)c2ccc(I)cc2)CCN1CC1CCN(c2ccncc2)CC1. Reaction SMILES: [C:21](=[O:22])([OH:23])[O-:24].[CH2:43]1[O:44][CH2:45][CH2:46][CH2:47]1.[CH3:26][CH2:27][O:28][C:29](=[O:30])[CH3:31].[I:32][c:33]1[cH:34][cH:35][c:36]([S:39](=[O:40])(=[O:41])[Cl:42])[cH:37][cH:38]1.[Na+:25].[n:1]1[cH:2][cH:3][c:4]([N:7]2[CH2:8][CH2:9][CH:10]([CH2:13][N:14]3[C:15](=[O:20])[CH2:16][NH:17][CH2:18][CH2:19]3)[CH2:11][CH2:12]2)[cH:5][cH:6]1>>[n:1]1[cH:2][cH:3][c:4]([N:7]2[CH2:8][CH2:9][CH:10]([CH2:13][N:14]3[C:15](=[O:20])[CH2:16][N:17]([S:39]([c:36]4[cH:35][cH:34][c:33]([I:32])[cH:38][cH:37]4)(=[O:40])=[O:41])[CH2:18][CH2:19]3)[CH2:11][CH2:12]2)[cH:5][cH:6]1. Reactants: COC(=O)c1ccc(CBr)c(OC)c1, C1CCOC1, CCO, CNC, O. RXN SMILES: [Br:4][CH2:5][c:6]1[c:7]([O:16][CH3:17])[cH:8][c:9]([C:10](=[O:11])[O:12][CH3:13])[cH:14][cH:15]1.[CH2:21]1[O:22][CH2:23][CH2:24][CH2:25]1.[CH3:18][CH2:19][OH:20].[CH3:1][NH:2][CH3:3].[OH2:26]>>[CH3:1][N:2]([CH3:3])[CH2:5][c:6]1[c:7]([O:16][CH3:17])[cH:8][c:9]([C:10](=[O:11])[O:12][CH3:13])[cH:14][cH:15]1. Yields the product COC(=O)c1ccc(CN(C)C)c(OC)c1.